From a dataset of the Open Reaction Database (ORD), a public repository of structured organic reaction records. describe an organic reaction: reactants, conditions, products, and yield Starting materials: BrCC1(COC1)CO (3-(bromomethyl)-3-(hydroxymethyl)oxetane), C(C1=CC=CC=C1)N (benzylamine), Cl (hydrochloric acid). Run in O (water). Conditions: temperature 100 celsius, time 4 hour. The product is OCC1(CN(C1)CC1=CC=CC=C1)CO (3,3-bis(hydroxymethyl)-1-benzylazetidine). Reaction SMILES: Br[CH2:2][C:3]1([CH2:7][OH:8])[CH2:6][O:5][CH2:4]1.[CH2:9]([NH2:16])[C:10]1[CH:15]=[CH:14][CH:13]=[CH:12][CH:11]=1.Cl>O>[OH:5][CH2:4][C:3]1([CH2:7][OH:8])[CH2:6][N:16]([CH2:9][C:10]2[CH:15]=[CH:14][CH:13]=[CH:12][CH:11]=2)[CH2:2]1. Procedure details: 18.1 g of 1A and 11.7 g of benzylamine were mixed with 5 ml of water and the resulting mixture was stirred at 100° C. After 4 hours the solution was allowed to cool to ambient temperature and 13.8 ml of 36% (w/w) hydrochloric acid was added. The resulting mixture was stirred at 60° C. After 2 hours the solution was again allowed to cool to room temperature and then washed with dichloromethane to remove by-products. The aqueous layer was made alkaline by the addition of a solution of 5.5 g of sod... The reactants are OC(C#CC(=O)C=1N=CSC1)(C)C (4-hydroxy-4-methyl-1-(thiazol-4-yl) pent-2-yn-1-one), C(C)NCC (diethyl amine), C(C)O (ethanol), CCO (EtOH). Conditions: time 45 minute. Yields the product CC1(OC(=CC1=O)C=1N=CSC1)C (2, 2-dimethyl-5-(thiazol-4-yl) furan-3(2H)-one). RXN SMILES: O[C:2]([CH3:13])([CH3:12])[C:3]#[C:4][C:5]([C:7]1[N:8]=[CH:9][S:10][CH:11]=1)=[O:6].C(NCC)C.C([OH:21])C>>[CH3:12][C:2]1([CH3:13])[C:3](=[O:21])[CH:4]=[C:5]([C:7]2[N:8]=[CH:9][S:10][CH:11]=2)[O:6]1. Procedure: To a stirred solution of 4-hydroxy-4-methyl-1-(thiazol-4-yl) pent-2-yn-1-one (0.1 g, 0.53 mmol) in ethanol (1 mL) was added diethyl amine (0.057 mL, 0.59 mmol) in EtOH (0.5 mL) dropwise at RT and the reaction mixture was stirred for additional 45 min. Then the EtOH was removed, diluted with EtOAc (10 mL), washed with water (5 mL), brine (5 mL), dried over Na2SO4, filtered and concentrated in vacuo to afford 2, 2-dimethyl-5-(thiazol-4-yl) furan-3(2H)-one (0.1 g) as an oil.